This data is from the Open Reaction Database (ORD), a public repository of structured organic reaction records. The task is: describe an organic reaction: reactants, conditions, products, and yield The reactants are O=C([O-])[O-], CCOC(C)=O, CN(C)C=O, CC(C)S, Fc1cccnc1F, [K+], [K+]. The product is CC(C)Sc1ncccc1F. Reaction SMILES: [C:5](=[O:6])([O-:7])[O-:8].[CH3:19][CH2:20][O:21][C:22](=[O:23])[CH3:24].[CH3:25][N:26]([CH3:27])[CH:28]=[O:29].[CH:1]([CH3:2])([CH3:3])[SH:4].[F:11][c:12]1[n:13][cH:14][cH:15][cH:16][c:17]1[F:18].[K+:10].[K+:9]>>[CH:1]([CH3:2])([CH3:3])[S:4][c:12]1[n:13][cH:14][cH:15][cH:16][c:17]1[F:18]. Starting materials: C(C1=CC=CC=C1)OC[C@@H](C)C1=C(NC2=NC=C(C=C21)C(C(=O)OC)(C)C)C2=CC(=CC(=C2)C)C (methyl (S)-2-[3-(2-benzyloxy-1-methylethyl)-2-(3,5-dimethyl-phenyl)-1H-pyrrolo[2,3-b]pyridin-5-yl]-2-methylpropanoate), [OH-].[K+] (KOH), Cl (HCl). Run in CO (MeOH). Conditions: temperature 80 celsius. Yields the product C(C1=CC=CC=C1)OC[C@@H](C)C1=C(NC2=NC=C(C=C21)C(C(=O)O)(C)C)C2=CC(=CC(=C2)C)C ((S)-2-[3-(2-Benzyloxy-1-methylethyl)-2-(3,5-dimethylphenyl)-1H-pyrrolo [2,3-b]pyridin-5-yl]-2-methylpropanoicacid). RXN SMILES: [CH2:1]([O:8][CH2:9][C@H:10]([C:12]1[C:20]2[C:15](=[N:16][CH:17]=[C:18]([C:21]([CH3:27])([CH3:26])[C:22]([O:24]C)=[O:23])[CH:19]=2)[NH:14][C:13]=1[C:28]1[CH:33]=[C:32]([CH3:34])[CH:31]=[C:30]([CH3:35])[CH:29]=1)[CH3:11])[C:2]1[CH:7]=[CH:6][CH:5]=[CH:4][CH:3]=1.[OH-].[K+].Cl>CO>[CH2:1]([O:8][CH2:9][C@H:10]([C:12]1[C:20]2[C:15](=[N:16][CH:17]=[C:18]([C:21]([CH3:26])([CH3:27])[C:22]([OH:24])=[O:23])[CH:19]=2)[NH:14][C:13]=1[C:28]1[CH:29]=[C:30]([CH3:35])[CH:31]=[C:32]([CH3:34])[CH:33]=1)[CH3:11])[C:2]1[CH:3]=[CH:4][CH:5]=[CH:6][CH:7]=1 |f:1.2|. Reported procedure: A vigorously stirred suspension of methyl (S)-2-[3-(2-benzyloxy-1-methylethyl)-2-(3,5-dimethyl-phenyl)-1H-pyrrolo[2,3-b]pyridin-5-yl]-2-methylpropanoate (3.82 g, 8.12 mmol) and 2N KOH (40.6 ml, 0.081 mol) in MeOH (40 mL) was heated at 80° C. for approximately 4 h. After cooling to room temperature, the reaction mixture was acidified to pH 6 with 2N HCl and extracted with ethyl acetate (x3). The combined organic extract was washed with brine, dried (MgSO4) and concentrated in vacuo. The crude res... Starting materials: ClC(c1ccccc1)(c1ccccc1)c1ccccc1, CCCC[N+](CCCC)(CCCC)CCCC, CCN(C(C)C)C(C)C, ClCCl, [I-], N#Cc1cc2c(I)n[nH]c2cn1. The product is N#Cc1cc2c(I)nn(C(c3ccccc3)(c3ccccc3)c3ccccc3)c2cn1. As a reaction SMILES: [C:22]([c:23]1[cH:24][cH:25][cH:26][cH:27][cH:28]1)([c:29]1[cH:30][cH:31][cH:32][cH:33][cH:34]1)([c:35]1[cH:36][cH:37][cH:38][cH:39][cH:40]1)[Cl:41].[CH2:46]([N+:47]([CH2:48][CH2:49][CH2:50][CH3:51])([CH2:52][CH2:53][CH2:54][CH3:55])[CH2:56][CH2:57][CH2:58][CH3:59])[CH2:60][CH2:61][CH3:62].[CH:13]([N:14]([CH:15]([CH3:16])[CH3:17])[CH2:18][CH3:19])([CH3:20])[CH3:21].[Cl:42][CH2:43][Cl:44].[I-:45].[I:1][c:2]1[n:3][nH:4][c:5]2[cH:6][n:7][c:8]([C:11]#[N:12])[cH:9][c:10]12>>[I:1][c:2]1[n:3][n:4]([C:22]([c:23]2[cH:24][cH:25][cH:26][cH:27][cH:28]2)([c:29]2[cH:30][cH:31][cH:32][cH:33][cH:34]2)[c:35]2[cH:36][cH:37][cH:38][cH:39][cH:40]2)[c:5]2[cH:6][n:7][c:8]([C:11]#[N:12])[cH:9][c:10]12. The reactants are [Li+].[OH-] (LiOH), Cl (HCl), C(CCC\C=C/C\C=C/C\C=C/C\C=C/C\C=C/CC)SC(C(=O)OCC)(C)C (Ethyl 2-((5Z,8Z,11Z,14Z,17Z)-icosa-5,8,11,14,17-pentaenylthio)-2-methylpropanoate). The solvent is O (water), O (H2O), O (water), C(C)O (ethanol). Run at temperature 70 celsius, time 2 hour. Product: C(CCC\C=C/C\C=C/C\C=C/C\C=C/C\C=C/CC)SC(C(=O)O)(C)C (2-((5Z,8Z,11Z,14Z,17Z)-icosa-5,8,11,14,17-pentaenylthio)-2-methylpropanoic acid). The yield is 51.7%. Reaction SMILES: [CH2:1]([S:21][C:22]([CH3:29])([CH3:28])[C:23]([O:25]CC)=[O:24])[CH2:2][CH2:3][CH2:4]/[CH:5]=[CH:6]\[CH2:7]/[CH:8]=[CH:9]\[CH2:10]/[CH:11]=[CH:12]\[CH2:13]/[CH:14]=[CH:15]\[CH2:16]/[CH:17]=[CH:18]\[CH2:19][CH3:20].[Li+].[OH-].Cl>C(O)C.O>[CH2:1]([S:21][C:22]([CH3:28])([CH3:29])[C:23]([OH:25])=[O:24])[CH2:2][CH2:3][CH2:4]/[CH:5]=[CH:6]\[CH2:7]/[CH:8]=[CH:9]\[CH2:10]/[CH:11]=[CH:12]\[CH2:13]/[CH:14]=[CH:15]\[CH2:16]/[CH:17]=[CH:18]\[CH2:19][CH3:20] |f:1.2|. Reported procedure: Ethyl 2-((5Z,8Z,11Z,14Z,17Z)-icosa-5,8,11,14,17-pentaenylthio)-2-methylpropanoate (209 mg, 0.50 mmol) was dissolved in ethanol (2.5 mL) and added to a solution of LiOH×H2O (168 mg, 4.0 mmol) in water (2.5 mL). The resulting turbid solution was stirred at 70° C. under inert atmosphere for 2 hours, cooled and added water (10 mL) and 1 M HCl (5 mL) to pH=1-2. The mixture was extracted three times with heptane (3×20 mL). The combined organic extracts were dried (MgSO4), filtered and concentrated und...